Dataset: the Open Reaction Database (ORD), a public repository of structured organic reaction records. Task: describe an organic reaction: reactants, conditions, products, and yield The reactants are C(C)(C)(C)OC(=O)N[C@@H](C(C)C)C(=O)OCC[C@H](CN1C=2N=C(NC(C2N=C1)=O)N)COC(CCCCCCCCCCCCCCCCC)=O ((R)-9-[4-(N-tert-Butoxycarbonyl-L-valyloxy)-2-(stearoyloxymethyl) butyl]guanine), FC(C(=O)O)(F)F (trifluoroacetic acid), ice. Solvent: O (Water). Product: C(CCCCCCCCCCCCCCCCC)(=O)OC[C@@H](CN1C=2N=C(NC(C2N=C1)=O)N)CCOC([C@@H](N)C(C)C)=O ((R)-9-[2-(Stearoyloxymethyl)-4-(L-valyloxy)butyl]guanine). Reaction SMILES: C(OC([NH:8][C@H:9]([C:13]([O:15][CH2:16][CH2:17][C@@H:18]([CH2:31][O:32][C:33](=[O:51])[CH2:34][CH2:35][CH2:36][CH2:37][CH2:38][CH2:39][CH2:40][CH2:41][CH2:42][CH2:43][CH2:44][CH2:45][CH2:46][CH2:47][CH2:48][CH2:49][CH3:50])[CH2:19][N:20]1[CH:28]=[N:27][C:26]2[C:25](=[O:29])[NH:24][C:23]([NH2:30])=[N:22][C:21]1=2)=[O:14])[CH:10]([CH3:12])[CH3:11])=O)(C)(C)C.FC(F)(F)C(O)=O>O>[C:33]([O:32][CH2:31][C@H:18]([CH2:17][CH2:16][O:15][C:13](=[O:14])[C@H:9]([CH:10]([CH3:12])[CH3:11])[NH2:8])[CH2:19][N:20]1[CH:28]=[N:27][C:26]2[C:25](=[O:29])[NH:24][C:23]([NH2:30])=[N:22][C:21]1=2)(=[O:51])[CH2:34][CH2:35][CH2:36][CH2:37][CH2:38][CH2:39][CH2:40][CH2:41][CH2:42][CH2:43][CH2:44][CH2:45][CH2:46][CH2:47][CH2:48][CH2:49][CH3:50]. Procedure: The product from step b) (138 mg, 0.192 mmol) was cooled in an ice bath and trifluoroacetic acid (5 ml) was added. The solution was kept in the ice bath for 45 minutes and was then evaporated to give an oil. Water (0.5 to 1 ml) was added and evaporated twice. The residue was once more dissolved in water (5 ml ), filtered and freeze-dried to give 148 mg of the desired product as the bistrifluoracetate salt. The reactants are ice water, [H-].[Na+] (sodium hydride), COCCl (methoxymethyl chloride), BrC=1C=C(C=C(C1)Br)O (3, 5-dibromophenol). Solvent: C1CCOC1 (THF). Run at time 30 minute. Yields the product BrC1=CC(=CC(=C1)OCOC)Br (1,3-dibromo-5-methoxymethoxy-benzene). The yield is 86.0%. Reaction SMILES: [H-].[Na+].[Br:3][C:4]1[CH:5]=[C:6]([OH:11])[CH:7]=[C:8]([Br:10])[CH:9]=1.[CH3:12][O:13][CH2:14]Cl>C1COCC1>[Br:3][C:4]1[CH:5]=[C:6]([O:11][CH2:12][O:13][CH3:14])[CH:7]=[C:8]([Br:10])[CH:9]=1 |f:0.1|. Reported procedure: To a suspension of sodium hydride (693 mg, 17.33 mmol, 60%, oil was washed with pentane) in THF (15 mL) was added 3, 5-dibromophenol (3.0 g, 11.55 mmol) at 0° C. and the suspension was stirred for 30 minutes. Then, methoxymethyl chloride (1.4 g, 17.33 mmol) was added at 0° C. The resulting suspension was allowed to warm to room temperature and stirred for 2 days at which time TLC analysis of the mixture indicated the absence of starting material. Then, the reaction mixture was poured into an ice...